Dataset: the Open Reaction Database (ORD), a public repository of structured organic reaction records. Task: describe an organic reaction: reactants, conditions, products, and yield Isolated yield 54.4%. The product is CC1C(OC2=C1C=CC=C2OC2=C(C=CC=C2)C)=O (3-methyl-7-(o-tolyloxy)-2,3-dihydrobenzofuran-2-one). Run in C(C)(=O)OC(C)=O (acetic anhydride), I (hydroiodic acid), C(C)(=O)OC(C)=O (acetic anhydride). The reactants are COC1=C(C=CC=C1OC1=C(C=CC=C1)C)C(C(=O)O)C (2-[2-methoxy-3-(o-tolyloxy)phenyl]-propionic acid). Reported procedure: A solution of 2-[2-methoxy-3-(o-tolyloxy)phenyl]-propionic acid (2.9 g) in acetic anhydride (10 ml), hydroiodic acid (55-58%, 20 ml) and acetic anhydride (20 ml) were treated in a similar manner to that of Example 10-(7) to give 3-methyl-7-(o-tolyloxy)-2,3-dihydrobenzofuran-2-one (1.4 g). mp 45°-46° C. As a reaction SMILES: CO[C:3]1[C:8]([O:9][C:10]2[CH:15]=[CH:14][CH:13]=[CH:12][C:11]=2[CH3:16])=[CH:7][CH:6]=[CH:5][C:4]=1[CH:17]([CH3:21])[C:18]([OH:20])=[O:19]>C(OC(=O)C)(=O)C.I>[CH3:21][CH:17]1[C:4]2[CH:5]=[CH:6][CH:7]=[C:8]([O:9][C:10]3[CH:15]=[CH:14][CH:13]=[CH:12][C:11]=3[CH3:16])[C:3]=2[O:19][C:18]1=[O:20]. Reactants: [Al+3], COC(=O)C(C)(C)COc1ccc(Br)cc1C1NC(=O)CC(c2cccc(Cl)c2)C12C(=O)Nc1cc(Cl)ccc12, CCOCC, [H-], [H-], [H-], [H-], [Li+]. The product is CC(C)(CO)COc1ccc(Br)cc1C1NC(=O)CC(c2cccc(Cl)c2)C12C(=O)Nc1cc(Cl)ccc12. As a reaction SMILES: [Al+3:2].[Br:7][c:8]1[cH:9][cH:10][c:11]([O:38][CH2:39][C:40]([CH3:41])([CH3:42])[C:43](=[O:44])[O:45][CH3:46])[c:12]([CH:14]2[NH:15][C:16](=[O:37])[CH2:17][CH:18]([c:30]3[cH:31][c:32]([Cl:36])[cH:33][cH:34][cH:35]3)[C:19]23[C:20](=[O:29])[NH:21][c:22]2[cH:23][c:24]([Cl:28])[cH:25][cH:26][c:27]23)[cH:13]1.[CH3:47][CH2:48][O:49][CH2:50][CH3:51].[H-:1].[H-:4].[H-:5].[H-:6].[Li+:3]>>[Br:7][c:8]1[cH:9][cH:10][c:11]([O:38][CH2:39][C:40]([CH3:41])([CH3:42])[CH2:43][OH:44])[c:12]([CH:14]2[NH:15][C:16](=[O:37])[CH2:17][CH:18]([c:30]3[cH:31][c:32]([Cl:36])[cH:33][cH:34][cH:35]3)[C:19]23[C:20](=[O:29])[NH:21][c:22]2[cH:23][c:24]([Cl:28])[cH:25][cH:26][c:27]23)[cH:13]1. The reactants are C(C)(C)C1=C(N=C2N(C1=O)CC=N2)C (6-isopropyl-7-methylimidazo[1,2-a]pyrimidin-5-one), ClC1=CC=C(C(=O)C2=CC=C(CBr)C=C2)C=C1 (4-(4-chlorobenzoyl) benzyl bromide), C([O-])([O-])=O.[K+].[K+] (potassium carbonate). The solvent is CN(C)C=O (DMF). Reaction conditions: time 8 hour. The product is ClC1=CC=C(C(=O)C2=CC=C(CN3C=CN4C3=NC(=C(C4=O)C(C)C)C)C=C2)C=C1 (1-[4-(4-Chlorobenzoyl)benzyl]-6-isopropyl-7-methylimidazo[1,2-a]pyrimidin-5(1H)-one). Reaction SMILES: [CH:1]([C:4]1[C:9](=[O:10])[N:8]2[CH2:11][CH:12]=[N:13][C:7]2=[N:6][C:5]=1[CH3:14])([CH3:3])[CH3:2].[Cl:15][C:16]1[CH:31]=[CH:30][C:19]([C:20]([C:22]2[CH:29]=[CH:28][C:25]([CH2:26]Br)=[CH:24][CH:23]=2)=[O:21])=[CH:18][CH:17]=1.C(=O)([O-])[O-].[K+].[K+]>CN(C=O)C>[Cl:15][C:16]1[CH:17]=[CH:18][C:19]([C:20]([C:22]2[CH:29]=[CH:28][C:25]([CH2:26][N:13]3[C:7]4=[N:6][C:5]([CH3:14])=[C:4]([CH:1]([CH3:3])[CH3:2])[C:9](=[O:10])[N:8]4[CH:11]=[CH:12]3)=[CH:24][CH:23]=2)=[O:21])=[CH:30][CH:31]=1 |f:2.3.4|. Reported procedure: To a solution of 6-isopropyl-7-methylimidazo[1,2-a]pyrimidin-5-one (0.400 g, 2.23 mmol) and 4-(4-chlorobenzoyl) benzyl bromide (0.762 g, 2.46 mmol) in DMF (15.0 ml) was added potassium carbonate (0.600 g, 4.50 mmol) and the mixture was stirred at room temperature overnight. The solvent was then distilled off and the residue was purified by silica gel column chromatography (methylene chloride: acetone=20:1) to provide a colorless amorphous solid. Reactants: S1C(=CC=C1)C1C(NCCN1)=O (3-(2-thienyl)-piperazin-2-one), ClCC(=O)OC (methyl chloroacetate). The product is S1C(=CC=C1)C1C(NCCN1CC(=O)OC)=O (3-(2-thienyl)-4-carbomethoxymethylpiperazin-2-one). As a reaction SMILES: [S:1]1[CH:5]=[CH:4][CH:3]=[C:2]1[CH:6]1[NH:11][CH2:10][CH2:9][NH:8][C:7]1=[O:12].Cl[CH2:14][C:15]([O:17][CH3:18])=[O:16]>>[S:1]1[CH:5]=[CH:4][CH:3]=[C:2]1[CH:6]1[N:11]([CH2:14][C:15]([O:17][CH3:18])=[O:16])[CH2:10][CH2:9][NH:8][C:7]1=[O:12]. Reported procedure: 18.2 g (0.1 mol) of 3-(2-thienyl)-piperazin-2-one, prepared in accordance with Example 16, are reacted with methyl chloroacetate and worked up, as described in Example 6. Reactants: O1C(CCC2=C1C=CC=C2)CNCCN (N1 -[(3,4-dihydro-2H-1-benzopyran-2-yl)methyl]-1,2-ethanediamine), ClC1=NC=CC=N1 (2-chloropyrimidine), C([O-])([O-])=O.[Na+].[Na+] (sodium carbonate). The solvent is C(C)O (ethanol). Reaction conditions: time 4 hour. The product is O.Cl.Cl.O1C(CCC2=C1C=CC=C2)CNCCNC2=NC=CC=N2.O2C(CCC1=C2C=CC=C1)CNCCNC1=NC=CC=N1.Cl.Cl ((±)-N-[(3,4-dihydro-2H-1-benzopyran-2-yl)methyl]-N'-(2-pyrimidinyl)-1,2-ethanediamine dihydrochloride hemihydrate). Isolated yield 67.1%. Reaction SMILES: [O:1]1[C:6]2[CH:7]=[CH:8][CH:9]=[CH:10][C:5]=2[CH2:4][CH2:3][CH:2]1[CH2:11][NH:12][CH2:13][CH2:14][NH2:15].[Cl:16][C:17]1[N:22]=[CH:21][CH:20]=[CH:19][N:18]=1.C(=O)([O-])[O-].[Na+].[Na+]>C(O)C>[OH2:1].[ClH:16].[ClH:16].[O:1]1[C:6]2[CH:7]=[CH:8][CH:9]=[CH:10][C:5]=2[CH2:4][CH2:3][CH:2]1[CH2:11][NH:12][CH2:13][CH2:14][NH:15][C:17]1[N:22]=[CH:21][CH:20]=[CH:19][N:18]=1.[O:1]1[C:6]2[CH:7]=[CH:8][CH:9]=[CH:10][C:5]=2[CH2:4][CH2:3][CH:2]1[CH2:11][NH:12][CH2:13][CH2:14][NH:15][C:17]1[N:22]=[CH:21][CH:20]=[CH:19][N:18]=1.[ClH:16].[ClH:16] |f:2.3.4,6.7.8.9.10.11.12|. Procedure details: A mixture of 7.4 g of N1 -[(3,4-dihydro-2H-1-benzopyran-2-yl)methyl]-1,2-ethanediamine, 4.1 g 2-chloropyrimidine, 4.2 g of sodium carbonate and 50.6 ml of ethanol was stirred for 4 hours at reflux temperature. The reaction mixture was evaporated. The residue was purified by column chromatography (silica gel; CHCl3 /CH3OH 90:10). The eluent of the desired fraction was evaporated and the residue was converted into the hydrochloride salt in 2-propanol. The salt was filtered off and dried in vacuo, ... The reactants are ICCC (Iodopropane), COC1=C(OCCCOC=2C=C3CC[C@H](C3=CC2)CC(=O)OCC)C=CC(=C1)C=1SC2=C(N1)CCCC2 (ethyl ((1S)-5-{3-[2-methoxy-4-(4,5,6,7-tetrahydro-1,3-benzothiazol-2-yl)phenoxy]propoxy}-2,3-dihydro-1H-inden-1-yl)acetate), C(=O)([O-])[O-].[Cs+].[Cs+] (Cs2CO3). The reagents and catalysts are O (water). The solvent is CN(C)C=O (DMF). Reaction conditions: time 18 hour. Yields the product C(CC)OC1=C(OCCCOC=2C=C3CC[C@H](C3=CC2)CC(=O)OCC)C=CC(=C1)C=1SC2=C(N1)CCCC2 (ethyl ((1S)-5-{3-[2-propoxy-4-(4,5,6,7-tetrahydro-1,3-benzothiazol-2-yl)phenoxy]propoxy}-2,3-dihydro-1H-inden-1-yl)acetate). Isolated yield 91.2%. As a reaction SMILES: [CH3:1][O:2][C:3]1[CH:28]=[C:27]([C:29]2[S:30][C:31]3[CH2:37][CH2:36][CH2:35][CH2:34][C:32]=3[N:33]=2)[CH:26]=[CH:25][C:4]=1[O:5][CH2:6][CH2:7][CH2:8][O:9][C:10]1[CH:11]=[C:12]2[C:16](=[CH:17][CH:18]=1)[C@H:15]([CH2:19][C:20]([O:22][CH2:23][CH3:24])=[O:21])[CH2:14][CH2:13]2.C([O-])([O-])=O.[Cs+].[Cs+].I[CH2:45][CH2:46]C>CN(C=O)C.O>[CH2:1]([O:2][C:3]1[CH:28]=[C:27]([C:29]2[S:30][C:31]3[CH2:37][CH2:36][CH2:35][CH2:34][C:32]=3[N:33]=2)[CH:26]=[CH:25][C:4]=1[O:5][CH2:6][CH2:7][CH2:8][O:9][C:10]1[CH:11]=[C:12]2[C:16](=[CH:17][CH:18]=1)[C@H:15]([CH2:19][C:20]([O:22][CH2:23][CH3:24])=[O:21])[CH2:14][CH2:13]2)[CH2:45][CH3:46] |f:1.2.3|. Reported procedure: Ethyl ((1S)-5-{3-[2-hydroxy-4-(4,5,6,7-tetrahydro-1,3-benzothiazol-2-yl)-phenoxy]-propoxy}-2,3-dihydro-1H-inden-1-yl)acetate (Example 165, 90 mg, 0.177 mmol) was dissolved in DMF (3 mL) after which Cs2CO3 (69.3 mg, 0.213 mmol) and water (3 drops) were added. Iodopropane (0.02 mL, 0.213 mmol) was added to the flask, and the reaction mixture was stirred at room temperature for 18 h. The mixture was then filtered and the filtrate purified by preparative HPLC giving the desired ester as a white soli...